From a dataset of the Open Reaction Database (ORD), a public repository of structured organic reaction records. describe an organic reaction: reactants, conditions, products, and yield The reactants are CCO, [Na+], [OH-], CCOC(=O)C1OC1C(=O)NC(c1ccccc1)c1ccccc1. Product: O=C(O)C1OC1C(=O)NC(c1ccccc1)c1ccccc1. Reaction SMILES: [CH3:27][CH2:28][OH:29].[Na+:26].[OH-:25].[c:1]1([CH:7]([c:8]2[cH:9][cH:10][cH:11][cH:12][cH:13]2)[NH:14][C:15](=[O:16])[CH:17]2[CH:18]([C:20](=[O:21])[O:22][CH2:23][CH3:24])[O:19]2)[cH:2][cH:3][cH:4][cH:5][cH:6]1>>[c:1]1([CH:7]([c:8]2[cH:9][cH:10][cH:11][cH:12][cH:13]2)[NH:14][C:15](=[O:16])[CH:17]2[CH:18]([C:20](=[O:21])[OH:22])[O:19]2)[cH:2][cH:3][cH:4][cH:5][cH:6]1.